describe an organic reaction: reactants, conditions, products, and yield From a dataset of the Open Reaction Database (ORD), a public repository of structured organic reaction records. Starting materials: BrC=1C(N(C(=NC1)NC1=CC=C(C=C1)F)C)=O (5-bromo-2-(4-fluorophenylamino)-3-methylpyrimidin-4(3H)-one), C(C1=CC=CC=C1)OC1=C(C=C(C=C1)B(O)O)F (4-(benzyloxy)-3-fluorophenylboronic acid), [Cl-].[Li+] (lithium chloride). Reagents/catalysts: C=1C=CC(=CC1)[P](C=2C=CC=CC2)(C=3C=CC=CC3)[Pd]([P](C=4C=CC=CC4)(C=5C=CC=CC5)C=6C=CC=CC6)([P](C=7C=CC=CC7)(C=8C=CC=CC8)C=9C=CC=CC9)[P](C=1C=CC=CC1)(C=1C=CC=CC1)C=1C=CC=CC1 (Pd(PPh3)4). Run in O1CCOCC1 (dioxane), C(=O)([O-])[O-].[Na+].[Na+] (Na2CO3). Reaction conditions: temperature 100 celsius, time 30 minute. Yields the product C(C1=CC=CC=C1)OC1=C(C=C(C=C1)C=1C(N(C(=NC1)NC1=CC=C(C=C1)F)C)=O)F (5-(4-(benzyloxy)-3-fluorophenyl)-2-(4-fluorophenylamino)-3-methylpyrimidin-4(3H)-one). Isolated yield 76.0%. RXN SMILES: Br[C:2]1[C:3](=[O:17])[N:4]([CH3:16])[C:5]([NH:8][C:9]2[CH:14]=[CH:13][C:12]([F:15])=[CH:11][CH:10]=2)=[N:6][CH:7]=1.[CH2:18]([O:25][C:26]1[CH:31]=[CH:30][C:29](B(O)O)=[CH:28][C:27]=1[F:35])[C:19]1[CH:24]=[CH:23][CH:22]=[CH:21][CH:20]=1.[Cl-].[Li+]>O1CCOCC1.C([O-])([O-])=O.[Na+].[Na+].C1C=CC([P]([Pd]([P](C2C=CC=CC=2)(C2C=CC=CC=2)C2C=CC=CC=2)([P](C2C=CC=CC=2)(C2C=CC=CC=2)C2C=CC=CC=2)[P](C2C=CC=CC=2)(C2C=CC=CC=2)C2C=CC=CC=2)(C2C=CC=CC=2)C2C=CC=CC=2)=CC=1>[CH2:18]([O:25][C:26]1[CH:31]=[CH:30][C:29]([C:2]2[C:3](=[O:17])[N:4]([CH3:16])[C:5]([NH:8][C:9]3[CH:14]=[CH:13][C:12]([F:15])=[CH:11][CH:10]=3)=[N:6][CH:7]=2)=[CH:28][C:27]=1[F:35])[C:19]1[CH:20]=[CH:21][CH:22]=[CH:23][CH:24]=1 |f:2.3,5.6.7,^1:53,55,74,93|. Reported procedure: A suspension of 5-bromo-2-(4-fluorophenylamino)-3-methylpyrimidin-4(3H)-one (0.130 g, 0.436 mmol), 4-(benzyloxy)-3-fluorophenylboronic acid (0.129 g, 0.523 mmol), Pd(PPh3)4 (0.025 g, 0.022 mmol) and lithium chloride (0.092 g, 2.18 mmol) in dioxane (1.5 mL) and 2 M aqueous Na2CO3 (1.5 mL) was stirred at 100° C. for 30 minutes. The reaction mixture was cooled to room temperature and then partitioned between EtOAc and H2O. The phases were separated, and the aqueous phase was re-extracted with EtOAc... The reactants are CC(C)C[Al+]CC(C)C, C=CCN1NC(C)=C2N=C(c3ccccc3Cl)c3cc(OC)c(OC(C)OC)cc3N=C21, [H-], COCCOc1cc(N)c(C(=O)c2ccccc2Cl)cc1OC, C=CCn1nc(C)c(N)c1Cl. The product is COc1cc2c(cc1OC(C)OC)N=C1NNC(C)=C1N=C2c1ccccc1Cl. RXN SMILES: [CH2:68]([Al+:69][CH2:70][CH:71]([CH3:72])[CH3:73])[CH:74]([CH3:75])[CH3:76].[Cl:35][c:36]1[c:37]([C:42]2=[N:43][C:44]3=[C:62]([CH3:63])[NH:61][N:60]([CH2:64][CH:65]=[CH2:66])[C:45]3=[N:46][c:47]3[c:48]2[cH:49][c:50]([O:58][CH3:59])[c:51]([O:53][CH:54]([CH3:55])[O:56][CH3:57])[cH:52]3)[cH:38][cH:39][cH:40][cH:41]1.[H-:67].[NH2:1][c:2]1[cH:3][c:4]([O:5][CH2:6][CH2:7][O:8][CH3:9])[c:10]([O:11][CH3:12])[cH:13][c:14]1[C:15]([c:16]1[cH:17][cH:18][cH:19][cH:20][c:21]1[Cl:22])=[O:23].[NH2:24][c:25]1[c:26]([CH3:27])[n:28][n:29]([CH2:30][CH:31]=[CH2:32])[c:33]1[Cl:34]>>[Cl:35][c:36]1[c:37]([C:42]2=[N:43][C:44]3=[C:62]([CH3:63])[NH:61][NH:60][C:45]3=[N:46][c:47]3[c:48]2[cH:49][c:50]([O:58][CH3:59])[c:51]([O:53][CH:54]([CH3:55])[O:56][CH3:57])[cH:52]3)[cH:38][cH:39][cH:40][cH:41]1.